describe an organic reaction: reactants, conditions, products, and yield From a dataset of the Open Reaction Database (ORD), a public repository of structured organic reaction records. Starting materials: CCI, C[O-], CCC(=O)Cc1cc(OC)c(OC)c(OC)c1, [Na+]. Product: CCC(=O)C(CC)c1cc(OC)c(OC)c(OC)c1. As a reaction SMILES: [CH2:21]([CH3:22])[I:23].[CH3:1][O-:2].[CH3:4][O:5][c:6]1[cH:7][c:8]([CH2:9][C:10](=[O:11])[CH2:12][CH3:13])[cH:14][c:15]([O:19][CH3:20])[c:16]1[O:17][CH3:18].[Na+:3]>>[CH3:4][O:5][c:6]1[cH:7][c:8]([CH:9]([C:10](=[O:11])[CH2:12][CH3:13])[CH2:21][CH3:22])[cH:14][c:15]([O:19][CH3:20])[c:16]1[O:17][CH3:18]. Starting materials: ClC1=CC=C(C=C1)C=1C(=NC=C(C(=O)O)C1)OCCO (5-(4-chlorophenyl)-6-(2-hydroxyethoxy)nicotinic acid), FC(C1=NOC(=N1)CN)(F)F (3-trifluoromethyl-[1,2,4]oxadiazol-5-methanamine). The product is ClC1=CC=C(C=C1)C=1C(=NC=C(C(=O)NCC2=NC(=NO2)C(F)(F)F)C1)OCCO (5-(4-chlorophenyl)-6-(2-hydroxyethoxy)-N-((3-(trifluoromethyl)-1,2,4-oxadiazol-5-yl)methyl)nicotinamide). As a reaction SMILES: [Cl:1][C:2]1[CH:7]=[CH:6][C:5]([C:8]2[C:9]([O:17][CH2:18][CH2:19][OH:20])=[N:10][CH:11]=[C:12]([CH:16]=2)[C:13]([OH:15])=O)=[CH:4][CH:3]=1.[F:21][C:22]([F:31])([F:30])[C:23]1[N:27]=[C:26]([CH2:28][NH2:29])[O:25][N:24]=1>>[Cl:1][C:2]1[CH:3]=[CH:4][C:5]([C:8]2[C:9]([O:17][CH2:18][CH2:19][OH:20])=[N:10][CH:11]=[C:12]([CH:16]=2)[C:13]([NH:29][CH2:28][C:26]2[O:25][N:24]=[C:23]([C:22]([F:31])([F:30])[F:21])[N:27]=2)=[O:15])=[CH:6][CH:7]=1. Procedure details: The title compound was synthesized in analogy to Example 1 using 5-(4-chlorophenyl)-6-(2-hydroxyethoxy)nicotinic acid (example CI) and 3-trifluoromethyl-[1,2,4]oxadiazol-5-methanamine (example AK) as starting materials; LC-MS (UV peak area/ESI) 100.0%, 443.1 (M+H)+. Starting materials: C(C)(C)(C)OC(=O)NCC1CCN(CC1)C(=O)OCC1=CC(=CC(=C1)Cl)Cl (3,5-dichlorobenzyl 4-(((tert-butoxycarbonyl)amino)methyl)piperidine-1-carboxylate), Cl (HCl), O1CCOCC1 (dioxane). The solvent is C(Cl)Cl (DCM). Product: Cl.NCC1CCN(CC1)C(=O)OCC1=CC(=CC(=C1)Cl)Cl (3,5-Dichlorobenzyl 4-(aminomethyl)piperidine-1-carboxylate hydrochloride), hydrochloride salt. Reaction SMILES: C(OC([NH:8][CH2:9][CH:10]1[CH2:15][CH2:14][N:13]([C:16]([O:18][CH2:19][C:20]2[CH:25]=[C:24]([Cl:26])[CH:23]=[C:22]([Cl:27])[CH:21]=2)=[O:17])[CH2:12][CH2:11]1)=O)(C)(C)C.Cl.O1CCOCC1>C(Cl)Cl>[ClH:26].[NH2:8][CH2:9][CH:10]1[CH2:15][CH2:14][N:13]([C:16]([O:18][CH2:19][C:20]2[CH:21]=[C:22]([Cl:27])[CH:23]=[C:24]([Cl:26])[CH:25]=2)=[O:17])[CH2:12][CH2:11]1 |f:4.5|. Reported procedure: A reaction mixture comprising of 3,5-dichlorobenzyl 4-(((tert-butoxycarbonyl)amino)methyl)piperidine-1-carboxylate (947 mg, 2.269 mmol) and 4M HCl in dioxane (2.84 mL, 11.35 mmol) in DCM (5 mL) was stirred at room temperature for 3 hours. The reaction mixture was concentrated under reduced pressure to give the title compound as the hydrochloride salt; Starting materials: Cl, CC(NC(=N)N)C(=O)O, N=C(N)NCC(=O)Cl. Yields the product Cl, CC(NC(=N)N)C(=O)O. As a reaction SMILES: [ClH:1].[NH:10]([C:11](=[NH:12])[NH2:13])[CH:14]([C:15](=[O:16])[OH:17])[CH3:18].[NH:2]([CH2:3][C:4](=[O:5])[Cl:9])[C:6]([NH2:7])=[NH:8]>>[ClH:9].[NH:10]([C:11](=[NH:12])[NH2:13])[CH:14]([C:15](=[O:16])[OH:17])[CH3:18]. Starting materials: CC([C@H](C(=O)N1CCN(CC1)C1=C2C(=NC=C1)NC=C2NC(C2=CN=CC=C2)=O)NC(OC(C)(C)C)=O)C ((R)-tert-Butyl 3-methyl-1-(4-(3-(nicotinamido)-1H-pyrrolo[2,3-b]pyridin-4-yl)piperazin-1-yl)-1-oxobutan-2-ylcarbamate), trihydrochloride, C(=O)(C(F)(F)F)O (TFA). Solvent: C(Cl)Cl (DCM). Run at time 1 hour. Yields the product N[C@@H](C(=O)N1CCN(CC1)C1=C2C(=NC=C1)NC=C2NC(C2=CN=CC=C2)=O)C(C)C ((R)—N-(4-(4-(2-amino-3-methylbutanoyl)piperazin-1-yl)-1H-pyrrolo[2,3-b]pyridin-3-yl)nicotinamide). Isolated yield 79.1%. As a reaction SMILES: [CH3:1][CH:2]([CH3:38])[C@@H:3]([NH:30]C(=O)OC(C)(C)C)[C:4]([N:6]1[CH2:11][CH2:10][N:9]([C:12]2[CH:17]=[CH:16][N:15]=[C:14]3[NH:18][CH:19]=[C:20]([NH:21][C:22](=[O:29])[C:23]4[CH:28]=[CH:27][CH:26]=[N:25][CH:24]=4)[C:13]=23)[CH2:8][CH2:7]1)=[O:5].C(O)(C(F)(F)F)=O>C(Cl)Cl>[NH2:30][C@H:3]([CH:2]([CH3:38])[CH3:1])[C:4]([N:6]1[CH2:7][CH2:8][N:9]([C:12]2[CH:17]=[CH:16][N:15]=[C:14]3[NH:18][CH:19]=[C:20]([NH:21][C:22](=[O:29])[C:23]4[CH:28]=[CH:27][CH:26]=[N:25][CH:24]=4)[C:13]=23)[CH2:10][CH2:11]1)=[O:5]. Procedure details: (R)-tert-Butyl 3-methyl-1-(4-(3-(nicotinamido)-1H-pyrrolo[2,3-b]pyridin-4-yl)piperazin-1-yl)-1-oxobutan-2-ylcarbamate (0.014 g, 0.027 mmol) was placed in DCM (3 mL) at room temperature. TFA (0.5 mL) was then added, and the reaction was stirred at room temperature for 1 hour. The reaction was then concentrated to dryness. The resulting residue was dissolved in minimal DCM and then added dropwise to a stirring solution of 1M HCl in ether. The resulting solid was filtered, washed with ether, and dr... The reactants are Clc1ccnc(Cl)c1, Nc1ccc(O)cc1, NC(=O)c1cc(Oc2cccc(N)c2)ccn1. Yields the product Nc1ccc(Oc2ccnc(Cl)c2)cc1. Reaction SMILES: [Cl:26][c:27]1[n:28][cH:29][cH:30][c:31]([Cl:33])[cH:32]1.[NH2:18][c:19]1[cH:20][cH:21][c:22]([OH:23])[cH:24][cH:25]1.[NH2:1][c:2]1[cH:3][c:4]([O:8][c:9]2[cH:10][cH:11][n:12][c:13]([C:14]([NH2:15])=[O:16])[cH:17]2)[cH:5][cH:6][cH:7]1>>[NH2:18][c:19]1[cH:20][cH:21][c:22]([O:23][c:31]2[cH:30][cH:29][n:28][c:27]([Cl:26])[cH:32]2)[cH:24][cH:25]1. Reaction SMILES: [OH:1][C:2]1[CH:7]=[C:6]([CH3:8])[C:5]([C:9]2[N:10]=[C:11]([NH:14][C:15](=[O:22])[C:16]3[CH:21]=[CH:20][N:19]=[CH:18][CH:17]=3)[S:12][CH:13]=2)=[C:4]([CH3:23])[CH:3]=1.C(=O)([O-])[O-].[Cs+].[Cs+].Br[C:31]1[CH:32]=[CH:33][C:34]([NH:37][CH2:38][CH2:39][O:40][CH3:41])=[N:35][CH:36]=1>CN(C=O)C>[CH3:41][O:40][CH2:39][CH2:38][NH:37][C:34]1[N:35]=[CH:36][C:31]([O:1][C:2]2[CH:3]=[C:4]([CH3:23])[C:5]([C:9]3[N:10]=[C:11]([NH:14][C:15](=[O:22])[C:16]4[CH:21]=[CH:20][N:19]=[CH:18][CH:17]=4)[S:12][CH:13]=3)=[C:6]([CH3:8])[CH:7]=2)=[CH:32][CH:33]=1 |f:1.2.3|. Run at temperature 105 celsius, time 60 minute. Isolated yield 20.2%. Run in CN(C)C=O (DMF). Reactants: OC1=CC(=C(C(=C1)C)C=1N=C(SC1)NC(C1=CC=NC=C1)=O)C (N-(4-(4-Hydroxy-2,6-dimethylphenyl)thiazol-2-yl)isonicotinamide), C([O-])([O-])=O.[Cs+].[Cs+] (cesium carbonate), Cu, BrC=1C=CC(=NC1)NCCOC (5-Bromo-N-(2-methoxyethyl)pyridin-2-amine). Yields the product COCCNC1=CC=C(C=N1)OC1=CC(=C(C(=C1)C)C=1N=C(SC1)NC(C1=CC=NC=C1)=O)C (N-(4-{4-(6-(2-Methoxy-ethylamino)-pyridin-3-yloxy)-2,6-dimethyl-phenyl}-thiazol-2-yl)-isonicotinamide). Procedure details: To a solution of 5-3 (325 mg, 1.0 mmol) in DMF (15 mL) were added cesium carbonate (650 mg, 2.0 mmol, 2.0 equiv) and Cu (19.5 mg, 0.30 mmol, 0.3 equiv). The solution was stirred at 100-110° C. for 60 min and added with 5-bromo-N-(2-methoxyethyl)pyridin-2-amine (29-2, 347 mg). The reaction mixture was stirred at 140° C. for 48 h. The reaction was quenched with water (40 mL) and extracted with ethyl acetate. The organic layer was washed with brine, dried over anhydrous magnesium sulfate, and conce... Starting materials: C(=O)(O)[O-].[Na+] (NaHCO3), C(C1=CC=CC=C1)C1=NCCC1 (2-Benzyl-1-pyrroline), ClCC=O (chloroacetaldehyde). The solvent is CO (MeOH), CO (MeOH). Conditions: temperature 5 celsius, time 18 hour. Product: C1(=CC=CC=C1)C=1C=CN2CCCC12 (7-Phenyl-2,3-dihydro-1H-pyrrolizine). As a reaction SMILES: [CH2:1]([C:8]1[CH2:12][CH2:11][CH2:10][N:9]=1)[C:2]1[CH:7]=[CH:6][CH:5]=[CH:4][CH:3]=1.C([O-])(O)=O.[Na+].Cl[CH2:19][CH:20]=O>CO>[C:2]1([C:1]2[CH:19]=[CH:20][N:9]3[C:8]=2[CH2:12][CH2:11][CH2:10]3)[CH:7]=[CH:6][CH:5]=[CH:4][CH:3]=1 |f:1.2|. Procedure: 2-Benzyl-1-pyrroline (Example 1b, 85%, 74 g, 0.395 mol), dissolved in MeOH (360 ml), is treated with NaHCO3 (38 g, 0.45 mol), and the mixture is cooled to 5° C. A solution of chloroacetaldehyde (45% strength in water, 68 g, 0.4 mol), dissolved in MeOH (100 ml) is added dropwise to the solution at this temperature, and the mixture is stirred for 18 h with exclusion of light. Starting materials: CO, [Na+], COC(=O)CCCCCCCCn1cc(-c2ccccc2)c(-c2ccccc2)nc1=O, [OH-]. Product: O=C(O)CCCCCCCCn1cc(-c2ccccc2)c(-c2ccccc2)nc1=O. RXN SMILES: [CH3:34][OH:35].[Na+:33].[O:1]=[c:2]1[n:3]([CH2:20][CH2:21][CH2:22][CH2:23][CH2:24][CH2:25][CH2:26][CH2:27][C:28](=[O:29])[O:30][CH3:31])[cH:4][c:5](-[c:14]2[cH:15][cH:16][cH:17][cH:18][cH:19]2)[c:6](-[c:8]2[cH:9][cH:10][cH:11][cH:12][cH:13]2)[n:7]1.[OH-:32]>>[O:1]=[c:2]1[n:3]([CH2:20][CH2:21][CH2:22][CH2:23][CH2:24][CH2:25][CH2:26][CH2:27][C:28](=[O:29])[OH:30])[cH:4][c:5](-[c:14]2[cH:15][cH:16][cH:17][cH:18][cH:19]2)[c:6](-[c:8]2[cH:9][cH:10][cH:11][cH:12][cH:13]2)[n:7]1.